From a dataset of the Open Reaction Database (ORD), a public repository of structured organic reaction records. describe an organic reaction: reactants, conditions, products, and yield Starting materials: CC(C)O, COc1ccc2c(Cl)nc(C#N)c(-c3cccc(F)c3)c2c1, C=CCCN. Yields the product C=CCCNc1nc(C#N)c(-c2cccc(F)c2)c2cc(OC)ccc12. As a reaction SMILES: [CH:28]([OH:29])([CH3:30])[CH3:31].[Cl:1][c:2]1[n:3][c:4]([C:21]#[N:22])[c:5](-[c:14]2[cH:15][c:16]([F:20])[cH:17][cH:18][cH:19]2)[c:6]2[cH:7][c:8]([O:12][CH3:13])[cH:9][cH:10][c:11]12.[NH2:23][CH2:24][CH2:25][CH:26]=[CH2:27]>>[c:2]1([NH:23][CH2:24][CH2:25][CH:26]=[CH2:27])[n:3][c:4]([C:21]#[N:22])[c:5](-[c:14]2[cH:15][c:16]([F:20])[cH:17][cH:18][cH:19]2)[c:6]2[cH:7][c:8]([O:12][CH3:13])[cH:9][cH:10][c:11]12. Starting materials: [Al+3], CCOc1ccc2nc(S(N)(=O)=O)sc2c1, [Cl-], [Cl-], [Cl-], ClCCl. Product: NS(=O)(=O)c1nc2ccc(O)cc2s1. As a reaction SMILES: [Al+3:18].[CH2:1]([CH3:2])[O:3][c:4]1[cH:5][c:6]2[c:7]([n:8][c:9]([S:11](=[O:12])(=[O:13])[NH2:14])[s:10]2)[cH:15][cH:16]1.[Cl-:17].[Cl-:19].[Cl-:20].[Cl:21][CH2:22][Cl:23]>>[OH:3][c:4]1[cH:5][c:6]2[c:7]([n:8][c:9]([S:11](=[O:12])(=[O:13])[NH2:14])[s:10]2)[cH:15][cH:16]1. Starting materials: [N+](=O)([O-])C1=CC=C(C=C1)O (4-nitrophenol), BrCCCCCCCCCCCCCC (1-bromotetradecane), [OH-].[Na+] (sodium hydroxide), C1(=CC=CC=C1)C (toluene). The reagents and catalysts are [Cl-].C(CCCCCCC)[N+](C)(CCCCCCCC)CCCCCCCC (trioctyl methylammonium chloride). The solvent is O (water). Product: C(CCCCCCCCCCCCC)OC1=CC=C(C=C1)[N+](=O)[O-] (4-Nitrophenyl tetradecyl ether). RXN SMILES: [N+:1]([C:4]1[CH:9]=[CH:8][C:7]([OH:10])=[CH:6][CH:5]=1)([O-:3])=[O:2].Br[CH2:12][CH2:13][CH2:14][CH2:15][CH2:16][CH2:17][CH2:18][CH2:19][CH2:20][CH2:21][CH2:22][CH2:23][CH2:24][CH3:25].[OH-].[Na+].C1(C)C=CC=CC=1>[Cl-].C([N+](CCCCCCCC)(CCCCCCCC)C)CCCCCCC.O>[CH2:25]([O:10][C:7]1[CH:8]=[CH:9][C:4]([N+:1]([O-:3])=[O:2])=[CH:5][CH:6]=1)[CH2:24][CH2:23][CH2:22][CH2:21][CH2:20][CH2:19][CH2:18][CH2:17][CH2:16][CH2:15][CH2:14][CH2:13][CH3:12] |f:2.3,5.6|. Procedure: A mixture of 75 g of 4-nitrophenol, 149.5 g of 1-bromotetradecane, 26.96 g of sodium hydroxide, 2.18 g of trioctyl methylammonium chloride, 400 ml of toluene and 400 of water is heated at reflux for 65 hours. The organic layer is separated, washed with 1N sodium hydroxide and dilute hydrochloric acid, dried and concentrated in vacuo. The residue is recrystallized from petroleum ether to give the desired product. The product is C#CCc1c(C)nc2c(OCc3ccc(C(=O)O)cc3)cccn12. RXN SMILES: [CH2:1]([CH3:2])[O:3][C:4](=[O:5])[c:6]1[cH:7][cH:8][c:9]([CH2:10][O:11][c:12]2[c:13]3[n:14]([cH:15][cH:16][cH:17]2)[c:18]([CH2:22][C:23]#[CH:24])[c:19]([CH3:21])[n:20]3)[cH:25][cH:26]1.[CH3:27][CH2:28][OH:29].[S:30](=[O:31])(=[O:32])([OH:33])[OH:34]>>[O:3]=[C:4]([OH:5])[c:6]1[cH:7][cH:8][c:9]([CH2:10][O:11][c:12]2[c:13]3[n:14]([cH:15][cH:16][cH:17]2)[c:18]([CH2:22][C:23]#[CH:24])[c:19]([CH3:21])[n:20]3)[cH:25][cH:26]1. The reactants are C#CCc1c(C)nc2c(OCc3ccc(C(=O)OCC)cc3)cccn12, CCO, O=S(=O)(O)O. Reactants: [BH4-], CCO, [Na+], N#Cc1cccc2c1CCC2=O. Yields the product N#Cc1cccc2c1CCC2O. As a reaction SMILES: [BH4-:13].[CH3:15][CH2:16][OH:17].[Na+:14].[O:1]=[C:2]1[CH2:3][CH2:4][c:5]2[c:6]([C:11]#[N:12])[cH:7][cH:8][cH:9][c:10]21>>[OH:1][CH:2]1[CH2:3][CH2:4][c:5]2[c:6]([C:11]#[N:12])[cH:7][cH:8][cH:9][c:10]21. Reactants: CO, Cc1ccc(O)c([N+](=O)[O-])n1. Reaction SMILES: [CH3:12][OH:13].[OH:1][c:2]1[c:3]([N+:9]([O-:10])=[O:11])[n:4][c:5]([CH3:8])[cH:6][cH:7]1>>[OH:1][c:2]1[c:3]([NH2:9])[n:4][c:5]([CH3:8])[cH:6][cH:7]1. Yields the product Cc1ccc(O)c(N)n1. Reactants: COC(=O)c1ccc(Br)cc1F, CCCCCC, CCOC(C)=O, N#C[Cu], CN(C)C=O, O. The product is COC(=O)c1ccc(C#N)cc1F. As a reaction SMILES: [Br:1][c:2]1[cH:3][c:4]([F:12])[c:5]([C:6](=[O:7])[O:8][CH3:9])[cH:10][cH:11]1.[CH3:21][CH2:22][CH2:23][CH2:24][CH2:25][CH3:26].[CH3:27][CH2:28][O:29][C:30]([CH3:31])=[O:32].[Cu:13][C:14]#[N:15].[O:16]=[CH:17][N:18]([CH3:19])[CH3:20].[OH2:33]>>[c:2]1([C:14]#[N:15])[cH:3][c:4]([F:12])[c:5]([C:6](=[O:7])[O:8][CH3:9])[cH:10][cH:11]1.